describe an organic reaction: reactants, conditions, products, and yield From a dataset of the Open Reaction Database (ORD), a public repository of structured organic reaction records. The reactants are C1CCOC1, CO, O=C(Nc1cc2nc(-c3ccc([N+](=O)[O-])cc3)[nH]c2cn1)c1ccccn1. Product: Nc1ccc(-c2nc3cc(NC(=O)c4ccccn4)ncc3[nH]2)cc1. As a reaction SMILES: [CH2:28]1[O:29][CH2:30][CH2:31][CH2:32]1.[CH3:33][OH:34].[N+:1]([O-:2])(=[O:3])[c:4]1[cH:5][cH:6][c:7](-[c:10]2[n:11][c:12]3[c:13]([cH:14][n:15][c:16]([NH:18][C:19](=[O:20])[c:21]4[n:22][cH:23][cH:24][cH:25][cH:26]4)[cH:17]3)[nH:27]2)[cH:8][cH:9]1>>[NH2:1][c:4]1[cH:5][cH:6][c:7](-[c:10]2[n:11][c:12]3[c:13]([cH:14][n:15][c:16]([NH:18][C:19](=[O:20])[c:21]4[n:22][cH:23][cH:24][cH:25][cH:26]4)[cH:17]3)[nH:27]2)[cH:8][cH:9]1.